This data is from the Open Reaction Database (ORD), a public repository of structured organic reaction records. The task is: describe an organic reaction: reactants, conditions, products, and yield The reactants are C(O)CN (ethanolamine), C(C1=CC=CC=C1)(=O)Cl (benzoyl chloride). Run in C1CCOC1 (THF). Conditions: time 10 minute. Product: OCCNC(C1=CC=CC=C1)=O (N-(2-hydroxyethyl)benzamide). Yield: 99.7%. As a reaction SMILES: [CH2:1]([CH2:3][NH2:4])[OH:2].[C:5](Cl)(=[O:12])[C:6]1[CH:11]=[CH:10][CH:9]=[CH:8][CH:7]=1>C1COCC1>[OH:2][CH2:1][CH2:3][NH:4][C:5](=[O:12])[C:6]1[CH:11]=[CH:10][CH:9]=[CH:8][CH:7]=1. Procedure: To a solution of ethanolamine (1.09 g, 17.8 mmol) in THF was added benzoyl chloride (520 mg, 3.60 mmol) dropwise at 0° C. under N2 atmosphere. The reaction mixture was stirred for 10 min and then quenched with 1M HCl. The mixture was then diluted with EtOAc and washed with sat. aq. NaHCO3 and brine. The organic layer was dried over MgSO4, filtered and concentrated in vacuo. The residue was crystalized to give N-(2-hydroxyethyl)benzamide (593 mg, 97%) as a white crystalline solid. 1H NMR (CDCl3, ...